From a dataset of the Open Reaction Database (ORD), a public repository of structured organic reaction records. describe an organic reaction: reactants, conditions, products, and yield The reactants are C(OC)COC (monoglyme), ClC1=NC(=CC=C1)Cl (2,6-dichloropyridine), COC1=CC=C(C=C1)O (4-methoxyphenol), [OH-].[K+] (potassium hydroxide). Run in CN(P(=O)(N(C)C)N(C)C)C (hexamethylphosphoramide), O (water). Reaction conditions: time 24 hour. The product is ClC1=NC(=CC=C1)OC1=CC=C(C=C1)OC (2-Chloro-6-(4-methoxyphenoxy)pyridine). Reaction SMILES: Cl[C:2]1[CH:7]=[CH:6][CH:5]=[C:4]([Cl:8])[N:3]=1.[CH3:9][O:10][C:11]1[CH:16]=[CH:15][C:14]([OH:17])=[CH:13][CH:12]=1.[OH-].[K+].C(COC)OC>O.CN(C)P(N(C)C)(N(C)C)=O>[Cl:8][C:4]1[CH:5]=[CH:6][CH:7]=[C:2]([O:17][C:14]2[CH:15]=[CH:16][C:11]([O:10][CH3:9])=[CH:12][CH:13]=2)[N:3]=1 |f:2.3|. Procedure: A solution comprising 14.8 grams (0.1 mole) of 2,6-dichloropyridine, 12.4 grams (0.1 mole) of 4-methoxyphenol and 8.4 grams (0.15 mole) of flake potassium hydroxide in 100 milliliters of a 1:1 mixture of monoglyme and hexamethylphosphoramide was stirred for 24 hours at room temperature. The resulting mixture was diluted with water and thoroughly extracted with hexane. The extract was washed with water, dried and concentrated under reduced pressure. The residue was recrystallized from pentane giv... Reactants: CC(=O)OC(C)=O, Cc1ccc(N)c(C)c1, Cl, O, O=[N+]([O-])O. Product: Cc1cc(C)c(N)c([N+](=O)[O-])c1. As a reaction SMILES: [CH3:15][C:16]([O:17][C:18](=[O:19])[CH3:20])=[O:21].[CH3:1][c:2]1[cH:3][cH:4][c:5]([NH2:6])[c:7]([CH3:8])[cH:9]1.[ClH:14].[OH2:22].[OH:10][N+:11]([O-:12])=[O:13]>>[CH3:1][c:2]1[cH:3][c:4]([N+:11](=[O:10])[O-:12])[c:5]([NH2:6])[c:7]([CH3:8])[cH:9]1.